From a dataset of the Open Reaction Database (ORD), a public repository of structured organic reaction records. describe an organic reaction: reactants, conditions, products, and yield The reactants are C(C)(C)(C)OC(=O)N[C@@H](C(=O)O[C@H]1CC[C@@]2([C@H]3CC[C@@]4([C@H](CC[C@@]4([C@@H]3CC[C@@H]2C1)O)C=1C=CC(OC1)=O)C)C)C(C)C ((R)-((3S,5R,8R,9S,10S,13R,14S,17R)-14-hydroxy-10,13-dimethyl-17-(2-oxo-2H-pyran-5-yl) hexadecahydro-1H-cyclopenta[a]phenanthren-3-yl) 2-(tert-butoxy carbonylamino)-3-methylbutanoate), Cl (HCl). The solvent is CCOC(=O)C (EtOAc). Reaction conditions: time 2 hour. The product is N[C@@H](C(=O)O[C@H]1CC[C@@]2([C@H]3CC[C@@]4([C@H](CC=C4[C@@H]3CC[C@@H]2C1)C=1C=CC(OC1)=O)C)C)C(C)C ((R)-((3S,5R,8R,9S,10S,13R,17S)-10,13-dimethyl-17-(2-oxo-2H-pyran-5-yl)-2,3,4,5,6,7,8,9,10,11,12,13,16,17-tetradecahydro-1H-cyclopenta[a]phenanthren-3-yl) 2-amino-3-methylbutanoate). As a reaction SMILES: C(OC([NH:8][C@H:9]([CH:40]([CH3:42])[CH3:41])[C:10]([O:12][C@@H:13]1[CH2:29][C@@H:28]2[C@@:16]([CH3:39])([C@@H:17]3[C@@H:25]([CH2:26][CH2:27]2)[C@:24]2(O)[C@@:20]([CH3:38])([C@@H:21]([C:31]4[CH:32]=[CH:33][C:34](=[O:37])[O:35][CH:36]=4)[CH2:22][CH2:23]2)[CH2:19][CH2:18]3)[CH2:15][CH2:14]1)=[O:11])=O)(C)(C)C.Cl>CCOC(C)=O>[NH2:8][C@H:9]([CH:40]([CH3:42])[CH3:41])[C:10]([O:12][C@@H:13]1[CH2:29][C@@H:28]2[C@@:16]([CH3:39])([C@@H:17]3[C@@H:25]([CH2:26][CH2:27]2)[C:24]2[C@@:20]([CH3:38])([C@@H:21]([C:31]4[CH:32]=[CH:33][C:34](=[O:37])[O:35][CH:36]=4)[CH2:22][CH:23]=2)[CH2:19][CH2:18]3)[CH2:15][CH2:14]1)=[O:11]. Procedure details: To a solution of (R)-((3S,5R,8R,9S,10S,13R,14S,17R)-14-hydroxy-10,13-dimethyl-17-(2-oxo-2H-pyran-5-yl) hexadecahydro-1H-cyclopenta[a]phenanthren-3-yl) 2-(tert-butoxy carbonylamino)-3-methylbutanoate (36 mg, 0.062 mmol, 1 eq) in EtOAc (3 mL) was added HCl (4 M in EtOAc, 3 mL) in drops at 0° C. The resulting mixture was warmed to room temperature after 30 min and stirred for 2 h. The mixture was quenched with saturated NaHCO3 solution and extracted with EtOAc (20 mL×3). The organic layer was washe... Reactants: OC(=O)C(F)(F)F.N1(CCNCC1)CC=1N=NC=2C(N1)=C(N=C(N2)N)N (3-Piperazin-1-ylmethyl-pyrimido[5,4-e][1,2,4]triazine-5,7-diamine TFA salt), ClC=1C=C(CCl)C=CC1 (m-chlorobenzyl chloride), CC#N.O (CH3CN H2O), C([O-])([O-])=O.[K+].[K+] (potassium carbonate). Solvent: CN(C)C=O (DMF). Conditions: time 24 hour. The product is ClC=1C=C(CN2CCN(CC2)CC=2N=NC=3C(N2)=C(N=C(N3)N)N)C=CC1 (3-[4-(3-Chloro-benzyl)-piperazin-1-ylmethyl]-pyrimido[5,4-e][1,2,4]triazine-5,7-diamine). Isolated yield 29.2%. RXN SMILES: OC(C(F)(F)F)=O.[N:8]1([CH2:14][C:15]2[N:16]=[N:17][C:18]3[C:19](=[C:21]([NH2:26])[N:22]=[C:23]([NH2:25])[N:24]=3)[N:20]=2)[CH2:13][CH2:12][NH:11][CH2:10][CH2:9]1.[Cl:27][C:28]1[CH:29]=[C:30]([CH:33]=[CH:34][CH:35]=1)[CH2:31]Cl.C(=O)([O-])[O-].[K+].[K+].CC#N.O>CN(C=O)C>[Cl:27][C:28]1[CH:29]=[C:30]([CH:33]=[CH:34][CH:35]=1)[CH2:31][N:11]1[CH2:12][CH2:13][N:8]([CH2:14][C:15]2[N:16]=[N:17][C:18]3[C:19](=[C:21]([NH2:26])[N:22]=[C:23]([NH2:25])[N:24]=3)[N:20]=2)[CH2:9][CH2:10]1 |f:0.1,3.4.5,6.7|. Reported procedure: To a stirred solution of 3-Piperazin-1-ylmethyl-pyrimido[5,4-e][1,2,4]triazine-5,7-diamine TFA salt 5 (50 mg; 0.08 mmol; prepared in EXAMPLE 4) in dry DMF (1.0 mL) was added m-chlorobenzyl chloride (0.015 mL; 0.12 mmol) followed by potassium carbonate (55 mg; 0.40 mmol). The mixture was allowed to stir for 24 h at room temperature then taken up into CH3CN/H2O/0.1% TFA. The mixture was purified by reverse phase HPLC (Rainin C18, 0% CH3CN to 50% CH3CN gradient, CH3CN/H2O, 0.1% TFA) and the bright ... Starting materials: C1(=CC=CC=C1)C1NC(C(C(C1C)O)C)C1=CC=CC=C1 (2,6-diphenyl-3,5-dimethyl-4-hydroxypiperidine), C(CCC)[Li] (n-butyllithium), C(CCCCCCCCCCC)(=O)Cl (lauroyl chloride). Product: C(CCCCCCCCCCC)(=O)OC1C(C(NC(C1C)C1=CC=CC=C1)C1=CC=CC=C1)C (2,6-Diphenyl-3,5-dimethylpiperidin-4-yl Laurate). Yield: 74.4%. RXN SMILES: [C:1]1([CH:7]2[CH:12]([CH3:13])[CH:11]([OH:14])[CH:10]([CH3:15])[CH:9]([C:16]3[CH:21]=[CH:20][CH:19]=[CH:18][CH:17]=3)[NH:8]2)[CH:6]=[CH:5][CH:4]=[CH:3][CH:2]=1.C([Li])CCC.[C:27](Cl)(=[O:39])[CH2:28][CH2:29][CH2:30][CH2:31][CH2:32][CH2:33][CH2:34][CH2:35][CH2:36][CH2:37][CH3:38]>>[C:27]([O:14][CH:11]1[CH:12]([CH3:13])[CH:7]([C:1]2[CH:2]=[CH:3][CH:4]=[CH:5][CH:6]=2)[NH:8][CH:9]([C:16]2[CH:17]=[CH:18][CH:19]=[CH:20][CH:21]=2)[CH:10]1[CH3:15])(=[O:39])[CH2:28][CH2:29][CH2:30][CH2:31][CH2:32][CH2:33][CH2:34][CH2:35][CH2:36][CH2:37][CH3:38]. Procedure details: The general procedure of Example 1 is repeated using 28.1 g (0.10 mol) of 2,6-diphenyl-3,5-dimethyl-4-hydroxypiperidine, 40 mL (0.10 mol) of n-butyllithium (2.5M in hexanes) and 21.8 g (0.10 mol) of lauroyl chloride. 34.5 g (74% yield) of the title compound is isolated after purification by LC (silica gel, ethyl acetate/hexane): mp 74°-76° C. Starting materials: C([O-])([O-])=O.[K+].[K+] (potassium carbonate), BrCCCCl (1-bromo-3-chloropropane), COC=1C=C(C=CC1OC)CCNC (N-[2-(3,4-dimethoxyphenyl)-ethyl]-N-methylamine). Run in CN(C=O)C (dimethylformamide), CN(C=O)C (dimethylformamide). Reaction conditions: time 2 hour. Product: COC=1C=C(C=CC1OC)CCN(C)CCCCl (3-[N-(2-(3,4-dimethoxyphenyl)-ethyl)-N-methylamino]-propyl chloride). RXN SMILES: Br[CH2:2][CH2:3][CH2:4][Cl:5].C(=O)([O-])[O-].[K+].[K+].[CH3:12][O:13][C:14]1[CH:15]=[C:16]([CH2:22][CH2:23][NH:24][CH3:25])[CH:17]=[CH:18][C:19]=1[O:20][CH3:21]>CN(C)C=O>[CH3:12][O:13][C:14]1[CH:15]=[C:16]([CH2:22][CH2:23][N:24]([CH2:2][CH2:3][CH2:4][Cl:5])[CH3:25])[CH:17]=[CH:18][C:19]=1[O:20][CH3:21] |f:1.2.3|. Procedure details: 29 ml of 1-bromo-3-chloropropane were dissolved in 300 ml of dimethylformamide and 24 g of potassium carbonate were added to the solution. A solution of 18 g N-[2-(3,4-dimethoxyphenyl)-ethyl]-N-methylamine in 50 ml of dimethylformamide were added to the reaction mixture with stirring, dropwise within 2 hours. Then the reaction mixture was stirred for another hour. Then the salts formed were filtered off. The filtrate was concentrated at a maximum bath temperature of 50° C. The residue was dissol... The reactants are [Br-].ClC1=NC=NC2=CC=CC(=C12)C[N+](CC)(CC)CC (N-((4-chloroquinazolin-5-yl)methyl)-N,N-diethylethanaminium bromide), COC=1C=C(N)C=CC1 (3-methoxyaniline), CC(C)(C)OC(=O)NC1CCNCC1 (4-N-Boc-aminopiperidine). The solvent is CC#N (CH3CN). Reaction conditions: temperature 55 celsius, time 1 hour. Yields the product NC1CCN(CC1)CC1=C2C(=NC=NC2=CC=C1)NC1=CC(=CC=C1)OC (5-((4-aminopiperidin-1-yl)methyl)-N-(3-methoxyphenyl) quinazolin-4-amine). The yield is 17.3%. As a reaction SMILES: [Br-].Cl[C:3]1[C:12]2[C:7](=[CH:8][CH:9]=[CH:10][C:11]=2[CH2:13][N+:14]([CH2:19][CH3:20])([CH2:17][CH3:18])CC)[N:6]=[CH:5][N:4]=1.[CH3:21][O:22][C:23]1[CH:24]=[C:25]([CH:27]=[CH:28][CH:29]=1)[NH2:26].CC(O[C:35]([NH:37]C1CCNCC1)=O)(C)C>CC#N>[NH2:37][CH:35]1[CH2:18][CH2:17][N:14]([CH2:13][C:11]2[CH:10]=[CH:9][CH:8]=[C:7]3[C:12]=2[C:3]([NH:26][C:25]2[CH:27]=[CH:28][CH:29]=[C:23]([O:22][CH3:21])[CH:24]=2)=[N:4][CH:5]=[N:6]3)[CH2:19][CH2:20]1 |f:0.1|. Procedure: A mixture of 14A (80 mg, 0.223 mmol) and 3-methoxyaniline (18.6 mg, 0.151 mmol) in CH3CN (1.5 ml) was heated at 55° C. for 2 h. After cooling to room temperature, 4-N-Boc-aminopiperidine (300 mg, 1.5 mmol) was added and the mixture was heated at 60° C. overnight. The reaction mixture was concentrated in vacuo and the residue was purified by prep HPLC. The desired fraction was concentrated and the resulting residue was dissolved in a mixture of TFA/DCM (1 ml/1 ml) and stirred at room temperature ... Starting materials: [Si](C1=CC=CC=C1)(C1=CC=CC=C1)(C(C)(C)C)OC1=CC=C(OC[C@H](CNCCC2=CC=C(NC3CCN(CC3)C(=O)NCCCC=3SC=CC3)C=C2)O)C=C1 (4-[4-(2-{[(2S)-3-(4-{[tert-Butyl(diphenyl)silyl]oxy}phenoxy)-2-hydroxy-propyl]amino}ethyl)anilino]-N-[3-(2-thienyl)propyl]-1-piperidinecarboxamide). Solvent: C(Cl)(Cl)Cl.CO (chloroform methanol). Product: S1C(=CC=C1)CCCNC(=O)N1CCC(CC1)NC1=CC=C(C=C1)CCNC[C@@H](COC1=CC=C(C=C1)O)O (4-(4-{2-[(2S)-2-Hydroxy-3-(4-hydroxy-phenoxy)-propylamino]-ethyl}-phenylamino)-piperidine-1-carboxylic acid (3-thiophen-2-yl-propyl)-amide). Isolated yield 41.3%. RXN SMILES: [Si]([O:18][C:19]1[CH:56]=[CH:55][C:22]([O:23][CH2:24][C@@H:25]([OH:54])[CH2:26][NH:27][CH2:28][CH2:29][C:30]2[CH:53]=[CH:52][C:33]([NH:34][CH:35]3[CH2:40][CH2:39][N:38]([C:41]([NH:43][CH2:44][CH2:45][CH2:46][C:47]4[S:48][CH:49]=[CH:50][CH:51]=4)=[O:42])[CH2:37][CH2:36]3)=[CH:32][CH:31]=2)=[CH:21][CH:20]=1)(C(C)(C)C)(C1C=CC=CC=1)C1C=CC=CC=1>C(Cl)(Cl)Cl.CO>[S:48]1[CH:49]=[CH:50][CH:51]=[C:47]1[CH2:46][CH2:45][CH2:44][NH:43][C:41]([N:38]1[CH2:39][CH2:40][CH:35]([NH:34][C:33]2[CH:52]=[CH:53][C:30]([CH2:29][CH2:28][NH:27][CH2:26][C@H:25]([OH:54])[CH2:24][O:23][C:22]3[CH:55]=[CH:56][C:19]([OH:18])=[CH:20][CH:21]=3)=[CH:31][CH:32]=2)[CH2:36][CH2:37]1)=[O:42] |f:1.2|. Procedure: 4-[4-(2-{[(2S)-3-(4-{[tert-Butyl(diphenyl)silyl]oxy}phenoxy)-2-hydroxy-propyl]amino}ethyl)anilino]-N-[3-(2-thienyl)propyl]-1-piperidinecarboxamide (0.182 g, 0.230 mmol) was reacted according to Procedure H (eluant: 5:1 chloroform-methanol containing 1% ammonium hydroxide) to give the title compound (0.05 g, 0.095 mmol) Reactants: C(C)OC(=O)[C@H]1N([C@@H]2C[C@@]2(C1)C)C(=O)OC(C)(C)C ((1R,3S,5R)-5-methyl-2-aza-bicyclo[3.1.0]hexane-2,3-dicarboxylic acid 2-tert-butyl ester 3-ethyl ester), [OH-].[K+] (KOH), Cl (HCl), C(Cl)Cl (CH2Cl2). Solvent: CO (MeOH), C1CCOC1 (THF), O (H2O). Conditions: time 2.5 hour. Yields the product C(C)(C)(C)OC(=O)N1[C@@H]2C[C@@]2(C[C@H]1C(=O)O)C ((1R,3S,5R)-5-Methyl-2-aza-bicyclo[3.1.0]hexane-2,3-dicarboxylic acid 2-tert-butyl ester). Reaction SMILES: C([O:3][C:4]([C@@H:6]1[CH2:11][C@:10]2([CH3:12])[C@@H:8]([CH2:9]2)[N:7]1[C:13]([O:15][C:16]([CH3:19])([CH3:18])[CH3:17])=[O:14])=[O:5])C.[OH-].[K+].Cl.C(Cl)Cl>CO.C1COCC1.O>[C:16]([O:15][C:13]([N:7]1[C@H:6]([C:4]([OH:5])=[O:3])[CH2:11][C@:10]2([CH3:12])[C@H:8]1[CH2:9]2)=[O:14])([CH3:19])([CH3:17])[CH3:18] |f:1.2|. Reported procedure: To a solution of (1R,3S,5R)-5-methyl-2-aza-bicyclo[3.1.0]hexane-2,3-dicarboxylic acid 2-tert-butyl ester 3-ethyl ester (185 mg, 0.69 mmol) in MeOH (1.1 mL), THF (1.1 mL) and H2O (1.1 mL) was added KOH (77 mg, 1.37 mmol). The solution was stirred 2.5 h at RT, HCl (0.1N) was added (until pH 1), CH2Cl2 was added and the layers were separated (×2). The combined organic layers were dried (Na2SO4), filtered and concentrated. The material (yellow oil) thus obtained was used without further purification... Reactants: O=C1CCC(Br)CC1, CN([SiH](C)C)[Si](C)(C)C, CCOC(=O)CP(=O)(OCC)OCC, CCOC(C)=O, [Cl-], [Li], [NH4+], C1CCOC1. Product: CCOC(=O)CC1CCC(Br)CC1. RXN SMILES: [Br:25][CH:26]1[CH2:27][CH2:28][C:29](=[O:32])[CH2:30][CH2:31]1.[CH3:15][SiH:16]([CH3:17])[N:18]([CH3:19])[Si:20]([CH3:21])([CH3:22])[CH3:23].[CH3:1][CH2:2][O:3][C:4](=[O:5])[CH2:6][P:7]([O:8][CH2:9][CH3:10])([O:11][CH2:12][CH3:13])=[O:14].[CH3:40][CH2:41][O:42][C:43](=[O:44])[CH3:45].[Cl-:33].[Li:24].[NH4+:34].[O:35]1[CH2:36][CH2:37][CH2:38][CH2:39]1>>[CH3:1][CH2:2][O:3][C:4](=[O:5])[CH2:6][CH:29]1[CH2:28][CH2:27][CH:26]([Br:25])[CH2:31][CH2:30]1. Starting materials: CC1(OCC2=C(O1)C=CC(=C2)[C@H](CNCCCCCCOCCOCC=2C=C(C=CC2)NC(=O)NC=2C=C(C=CC2)NC(=O)C=2C=NC=CC2)O)C (N-(3-{[({3-[(2-[(6-{[(2R)-2-(2,2-dimethyl-4H-1,3-benzodioxin-6-yl)-2-hydroxyethyl]amino}hexyl)oxy]ethoxy)methyl]phenyl}amino)carbonyl]amino}-phenyl)pyridine-3-carboxamide). Run in C(C)(=O)O (acetic acid), O (water). Yields the product O[C@@H](CNCCCCCCOCCOCC=1C=C(C=CC1)NC(=O)NC=1C=C(C=CC1)NC(=O)C=1C=NC=CC1)C1=CC(=C(C=C1)O)CO (N-(3-{[({3-[(2-{[6-({(2R)-2-Hydroxy-2-[4-hydroxy-3-(hydroxymethyl)phenyl]-ethyl}amino)hexyl]oxy}ethoxy)methyl]phenyl}amino)carbonyl]amino}phenyl)-pyridine-3-carboxamide). Yield: 86.5%. As a reaction SMILES: CC1(C)[O:7][C:6]2[CH:8]=[CH:9][C:10]([C@@H:12]([OH:51])[CH2:13][NH:14][CH2:15][CH2:16][CH2:17][CH2:18][CH2:19][CH2:20][O:21][CH2:22][CH2:23][O:24][CH2:25][C:26]3[CH:27]=[C:28]([NH:32][C:33]([NH:35][C:36]4[CH:37]=[C:38]([NH:42][C:43]([C:45]5[CH:46]=[N:47][CH:48]=[CH:49][CH:50]=5)=[O:44])[CH:39]=[CH:40][CH:41]=4)=[O:34])[CH:29]=[CH:30][CH:31]=3)=[CH:11][C:5]=2[CH2:4][O:3]1>C(O)(=O)C.O>[OH:51][C@H:12]([C:10]1[CH:9]=[CH:8][C:6]([OH:7])=[C:5]([CH2:4][OH:3])[CH:11]=1)[CH2:13][NH:14][CH2:15][CH2:16][CH2:17][CH2:18][CH2:19][CH2:20][O:21][CH2:22][CH2:23][O:24][CH2:25][C:26]1[CH:27]=[C:28]([NH:32][C:33]([NH:35][C:36]2[CH:37]=[C:38]([NH:42][C:43]([C:45]3[CH:46]=[N:47][CH:48]=[CH:49][CH:50]=3)=[O:44])[CH:39]=[CH:40][CH:41]=2)=[O:34])[CH:29]=[CH:30][CH:31]=1. Procedure: A solution of N-(3-{[({3-[(2-[(6-{[(2R)-2-(2,2-dimethyl-4H-1,3-benzodioxin-6-yl)-2-hydroxyethyl]amino}hexyl)oxy]ethoxy)methyl]phenyl}amino)carbonyl]amino}-phenyl)pyridine-3-carboxamide (0.109 g) in acetic acid (4 ml) and water (2 ml) was heated to 68° for 30 min. The mixture was cooled to room temperature before concentrating in vacuo to leave a residue that was purified by Biotage. Elution with dichloromethane-EtOH-ammonia (25:8:1) followed by solvent evaporation in vacuo gave the title compoun...